Dataset: the Open Reaction Database (ORD), a public repository of structured organic reaction records. Task: describe an organic reaction: reactants, conditions, products, and yield Reactants: CC(C)(C)OC(=O)NC(=N)N(OCCNC(=O)OCc1ccccc1)C(=O)OC(C)(C)C, CCO, C1CCOC1. Product: CC(C)(C)OC(=O)NC(=N)N(OCCN)C(=O)OC(C)(C)C. As a reaction SMILES: [C:1]([CH3:2])([CH3:3])([CH3:4])[O:5][C:6](=[O:7])[N:8]([C:9](=[NH:10])[NH:11][C:12](=[O:13])[O:14][C:15]([CH3:16])([CH3:17])[CH3:18])[O:19][CH2:20][CH2:21][NH:22][C:23]([O:24][CH2:25][c:26]1[cH:27][cH:28][cH:29][cH:30][cH:31]1)=[O:32].[CH3:33][CH2:34][OH:35].[O:36]1[CH2:37][CH2:38][CH2:39][CH2:40]1>>[C:1]([CH3:2])([CH3:3])([CH3:4])[O:5][C:6](=[O:7])[N:8]([C:9](=[NH:10])[NH:11][C:12](=[O:13])[O:14][C:15]([CH3:16])([CH3:17])[CH3:18])[O:19][CH2:20][CH2:21][NH2:22].